The task is: describe an organic reaction: reactants, conditions, products, and yield. This data is from the Open Reaction Database (ORD), a public repository of structured organic reaction records. The reactants are CC(=O)CC (methyl-ethyl-ketone), C([O-])([O-])=O.[K+].[K+] (potassium carbonate), [I-].[K+] (potassium iodide), OC1=CC=C2C(CC(OC2=C1)(C)C)=O (7-hydroxy-2,2-dimethyl-4-chromanone), Cl.N1(CCOCC1)CCCl (morpholinyl-ethyl-chloride hydrochloride). Reaction conditions: time 10 hour. Product: N1(CCOCC1)C1=CC=C2C(C(C(OC2=C1)(C)C)OCC)=O (7-morpholinyl-ethoxy-2,2-dimethyl-4-chromanone). Yield: 85.3%. As a reaction SMILES: [CH3:1][C:2](CC)=[O:3].C(=O)([O-])[O-].[K+].[K+].[I-].[K+].Cl.[N:15]1([CH2:21][CH2:22]Cl)[CH2:20][CH2:19][O:18][CH2:17][CH2:16]1.OC1C=[C:33]2[C:28]([C:29](=[O:37])[CH2:30][C:31]([CH3:36])([CH3:35])[O:32]2)=[CH:27][CH:26]=1>>[N:15]1([C:21]2[CH:22]=[C:33]3[C:28]([C:29](=[O:37])[CH:30]([O:3][CH2:2][CH3:1])[C:31]([CH3:35])([CH3:36])[O:32]3)=[CH:27][CH:26]=2)[CH2:20][CH2:19][O:18][CH2:17][CH2:16]1 |f:1.2.3,4.5,6.7|. Procedure details: In 100 ml of methyl-ethyl-ketone 3.8 g (20 millimoles) of 7-hydroxy-2,2-dimethyl-4-chromanone are dissolved, whereupon 8.3 g (60 millimoles) of potassium carbonate, 0.5 g potassium iodide and thereafter 4.6 g (25 millimoles) of morpholinyl-ethyl-chloride hydrochloride are added and the reaction mixture is heated to boiling for 10 hours. The reaction having been completed the reaction mixture is cooled, the inorganic salt filtered off, washed twice with 20 ml of acetone each and the solvent is re... Reactants: FC(C(=O)O)(F)F.C(C)OCCOC1=NC(=C2N=C(NC2=N1)OC)N (2-[2-(ethyloxy)ethyl]oxy-8-(methoxy)-9H-purin-6-amine trifluoroacetic acid salt), C([O-])([O-])=O.[K+].[K+] (potassium carbonate), CS(=O)(=O)OCC1CCOCC1 (Tetrahydro-2H-pyran-4-ylmethyl methanesulfonate). Solvent: C(C)(=O)OCC (ethyl acetate), CN(C=O)C (N,N-dimethylformamide). Conditions: temperature 60 celsius, time 1.5 hour. The product is C(C)OCCOC1=NC(=C2N=C(N(C2=N1)CC1CCOCC1)OC)N (2-(2-Ethoxyethoxy)-8-methoxy-9-(tetrahydro-2H-pyran-4-ylmethyl)-9H-purin-6-amine). Isolated yield 50.2%. As a reaction SMILES: FC(F)(F)C(O)=O.[CH2:8]([O:10][CH2:11][CH2:12][O:13][C:14]1[N:22]=[C:21]2[C:17]([N:18]=[C:19]([O:23][CH3:24])[NH:20]2)=[C:16]([NH2:25])[N:15]=1)[CH3:9].C(=O)([O-])[O-].[K+].[K+].CS(O[CH2:37][CH:38]1[CH2:43][CH2:42][O:41][CH2:40][CH2:39]1)(=O)=O>CN(C)C=O.C(OCC)(=O)C>[CH2:8]([O:10][CH2:11][CH2:12][O:13][C:14]1[N:22]=[C:21]2[C:17]([N:18]=[C:19]([O:23][CH3:24])[N:20]2[CH2:37][CH:38]2[CH2:43][CH2:42][O:41][CH2:40][CH2:39]2)=[C:16]([NH2:25])[N:15]=1)[CH3:9] |f:0.1,2.3.4|. Procedure: To a solution of 2-[2-(ethyloxy)ethyl]oxy-8-(methoxy)-9H-purin-6-amine trifluoroacetic acid salt (500 mg) in dry N,N-dimethylformamide (4.5 ml) at room temperature and under nitrogen was added potassium carbonate (0.75 g) in one go. The reaction was stirred at 60° C. for 1.5 hours. Tetrahydro-2H-pyran-4-ylmethyl methanesulfonate (0.29 g) was added in one portion and the reaction heated at 90° C. for 3 hours. The reaction was cooled to room temperature and then diluted with ethyl acetate (20 ml) ... Starting materials: COc1cc(OC)c(-c2cc3ccccc3n2C(=O)OC(C)(C)C)cc1C=O, CC(=O)c1ccc(S(N)(=O)=O)cc1. Yields the product COc1cc(OC)c(-c2cc3ccccc3n2C(=O)OC(C)(C)C)cc1C=CC(=O)c1ccc(S(N)(=O)=O)cc1. As a reaction SMILES: [C:14]([CH3:15])([CH3:16])([CH3:17])[O:18][C:19](=[O:20])[n:21]1[c:22](-[c:30]2[c:31]([O:40][CH3:41])[cH:32][c:33]([O:38][CH3:39])[c:34]([CH:36]=[O:37])[cH:35]2)[cH:23][c:24]2[cH:25][cH:26][cH:27][cH:28][c:29]12.[C:1]([CH3:2])(=[O:3])[c:4]1[cH:5][cH:6][c:7]([S:10](=[O:11])(=[O:12])[NH2:13])[cH:8][cH:9]1>>[C:1]([CH:2]=[CH:36][c:34]1[c:33]([O:38][CH3:39])[cH:32][c:31]([O:40][CH3:41])[c:30](-[c:22]2[n:21]([C:19]([O:18][C:14]([CH3:15])([CH3:16])[CH3:17])=[O:20])[c:29]3[c:24]([cH:23]2)[cH:25][cH:26][cH:27][cH:28]3)[cH:35]1)(=[O:3])[c:4]1[cH:5][cH:6][c:7]([S:10](=[O:11])(=[O:12])[NH2:13])[cH:8][cH:9]1. The reactants are C(C)N1N=CC=2C1=NC(=C(C2NC2CCOCC2)CNC(C2=CC=C(C=C2)NC(CCCCCCCN(C)CCO)=O)=O)CC (N-{[1,6-Diethyl-4-(tetrahydro-2H-pyran-4-ylamino)-1H-pyrazolo[3,4-b]pyridin-5-yl]methyl}-4-({8-[(2-hydroxyethyl)(methyl)amino]octanoyl}amino)benzamide), C12(C(=O)CC(CC1)C2(C)C)CS(=O)(=O)O ((+)-camphorsulfonic acid). Solvent: C(C(C)C)C(=O)C (methyl isobutyl ketone). Reaction conditions: time 8 hour. Yields the product C12(C(=O)CC(CC1)C2(C)C)CS(=O)(=O)O.C(C)N2N=CC=1C2=NC(=C(C1NC1CCOCC1)CNC(C1=CC=C(C=C1)NC(CCCCCCCN(C)CCO)=O)=O)CC (N-{[1,6-Diethyl-4-(tetrahydro-2H-pyran-4-ylamino)-1H-pyrazolo[3,4-b]pyridin-5-yl]methyl}-4-({8-[(2-hydroxyethyl)(methyl)amino]octanoyl}amino)benzamide mono-(+)-camphorsulfonate). Reaction SMILES: [CH2:1]([N:3]1[C:7]2=[N:8][C:9]([CH2:44][CH3:45])=[C:10]([CH2:19][NH:20][C:21](=[O:43])[C:22]3[CH:27]=[CH:26][C:25]([NH:28][C:29](=[O:42])[CH2:30][CH2:31][CH2:32][CH2:33][CH2:34][CH2:35][CH2:36][N:37]([CH2:39][CH2:40][OH:41])[CH3:38])=[CH:24][CH:23]=3)[C:11]([NH:12][CH:13]3[CH2:18][CH2:17][O:16][CH2:15][CH2:14]3)=[C:6]2[CH:5]=[N:4]1)[CH3:2].[C:46]12([CH2:56][S:57]([OH:60])(=[O:59])=[O:58])[C:53]([CH3:55])([CH3:54])[CH:50]([CH2:51][CH2:52]1)[CH2:49][C:47]2=[O:48]>C(C(C)=O)C(C)C>[C:46]12([CH2:56][S:57]([OH:60])(=[O:58])=[O:59])[C:53]([CH3:55])([CH3:54])[CH:50]([CH2:51][CH2:52]1)[CH2:49][C:47]2=[O:48].[CH2:1]([N:3]1[C:7]2=[N:8][C:9]([CH2:44][CH3:45])=[C:10]([CH2:19][NH:20][C:21](=[O:43])[C:22]3[CH:27]=[CH:26][C:25]([NH:28][C:29](=[O:42])[CH2:30][CH2:31][CH2:32][CH2:33][CH2:34][CH2:35][CH2:36][N:37]([CH2:39][CH2:40][OH:41])[CH3:38])=[CH:24][CH:23]=3)[C:11]([NH:12][CH:13]3[CH2:14][CH2:15][O:16][CH2:17][CH2:18]3)=[C:6]2[CH:5]=[N:4]1)[CH3:2] |f:3.4|. Reported procedure: N-{[1,6-Diethyl-4-(tetrahydro-2H-pyran-4-ylamino)-1H-pyrazolo[3,4-b]pyridin-5-yl]methyl}-4-({8-[(2-hydroxyethyl)(methyl)amino]octanoyl}amino)benzamide [the “free base”, 100 mg, about 0.161 mmol, as a substantially amorphous form thereof, as prepared in Example 1B (alternative preparation no. 2)] and (+)-camphorsulfonic acid (37.4 mg±1 mg, 1 equivalent) were suspended in methyl isobutyl ketone (MIBK, 5 ml). The resulting solution/suspension was left to temperature cycle between 0° C. and 40° C. o... The reactants are O=C(CCCCCl)c1ccc([N+](=O)[O-])cc1, CCC(=O)Nc1cccc(C2CCNCC2)c1. Product: CCC(=O)Nc1cccc(C2CCN(CCCCC(=O)c3ccc([N+](=O)[O-])cc3)CC2)c1. Reaction SMILES: [Cl:1][CH2:2][CH2:3][CH2:4][CH2:5][C:6](=[O:7])[c:8]1[cH:9][cH:10][c:11]([N+:14](=[O:15])[O-:16])[cH:12][cH:13]1.[NH:17]1[CH2:18][CH2:19][CH:20]([c:23]2[cH:24][c:25]([NH:29][C:30]([CH2:31][CH3:32])=[O:33])[cH:26][cH:27][cH:28]2)[CH2:21][CH2:22]1>>[CH2:2]([CH2:3][CH2:4][CH2:5][C:6](=[O:7])[c:8]1[cH:9][cH:10][c:11]([N+:14](=[O:15])[O-:16])[cH:12][cH:13]1)[N:17]1[CH2:18][CH2:19][CH:20]([c:23]2[cH:24][c:25]([NH:29][C:30]([CH2:31][CH3:32])=[O:33])[cH:26][cH:27][cH:28]2)[CH2:21][CH2:22]1.